From a dataset of the Open Reaction Database (ORD), a public repository of structured organic reaction records. describe an organic reaction: reactants, conditions, products, and yield The reactants are CC(C)(O)C1CCC(CNC(=O)OCc2ccccc2)CC1, CCOC(C)=O, CO, [OH-], [OH-], [Pd+2]. The product is CC(C)(O)C1CCC(CN)CC1. RXN SMILES: [CH2:1]([O:2][C:3](=[O:4])[NH:10][CH2:11][CH:12]1[CH2:13][CH2:14][CH:15]([C:18]([CH3:19])([CH3:20])[OH:21])[CH2:16][CH2:17]1)[c:5]1[cH:6][cH:7][cH:8][cH:9][cH:22]1.[CH3:23][CH2:24][O:25][C:26](=[O:27])[CH3:28].[CH3:32][OH:33].[OH-:29].[OH-:30].[Pd+2:31]>>[NH2:10][CH2:11][CH:12]1[CH2:13][CH2:14][CH:15]([C:18]([CH3:19])([CH3:20])[OH:21])[CH2:16][CH2:17]1. Reactants: O=c1[nH]c2ncc(Br)cc2o1, C=CC(=O)OC(C)(C)C, CCC#N, CN(C)C=O, CCN(C(C)C)C(C)C, CC(=O)[O-], CC(=O)[O-], [Pd+2], Cc1ccccc1P(c1ccccc1C)c1ccccc1C. The product is CC(C)(C)OC(=O)C=Cc1cnc2[nH]c(=O)oc2c1. RXN SMILES: [Br:1][c:2]1[cH:3][c:4]2[c:5]([n:6][cH:7]1)[nH:8][c:9](=[O:11])[o:10]2.[C:12]([CH:13]=[CH2:14])(=[O:15])[O:16][C:17]([CH3:18])([CH3:19])[CH3:20].[C:57](#[N:58])[CH2:59][CH3:60].[CH3:52][N:53]([CH3:54])[CH:55]=[O:56].[CH:43]([N:44]([CH2:45][CH3:46])[CH:47]([CH3:48])[CH3:49])([CH3:50])[CH3:51].[O-:62][C:63]([CH3:64])=[O:65].[O-:66][C:67]([CH3:68])=[O:69].[Pd+2:61].[c:21]1([CH3:22])[cH:23][cH:24][cH:25][cH:26][c:27]1[P:28]([c:29]1[cH:30][cH:31][cH:32][cH:33][c:34]1[CH3:35])[c:36]1[cH:37][cH:38][cH:39][cH:40][c:41]1[CH3:42]>>[c:2]1([CH:14]=[CH:13][C:12](=[O:15])[O:16][C:17]([CH3:18])([CH3:19])[CH3:20])[cH:3][c:4]2[c:5]([n:6][cH:7]1)[nH:8][c:9](=[O:11])[o:10]2.